Dataset: the Open Reaction Database (ORD), a public repository of structured organic reaction records. Task: describe an organic reaction: reactants, conditions, products, and yield The reactants are [OH-].[K+] (KOH), COC([C@@](N)(CC1=CNC2=CC=CC=C12)C)=O ((±)-α-methyltryptophan methyl ester), solid, amino acid, amino ester. The solvent is P(=O)([O-])([O-])[O-].[Na+].[Na+].[Na+] (sodium phosphate). Run at time 6.5 hour. Yields the product COC([C@](N)(CC1=CNC2=CC=CC=C12)C)=O ((R)-α-methyltryptophan methyl ester). Yield: 13099.4%. As a reaction SMILES: [CH3:1][O:2][C:3](=[O:17])[C@:4]([CH3:16])([CH2:6][C:7]1[C:15]2[C:10](=[CH:11][CH:12]=[CH:13][CH:14]=2)[NH:9][CH:8]=1)[NH2:5].[OH-].[K+]>P([O-])([O-])([O-])=O.[Na+].[Na+].[Na+]>[CH3:1][O:2][C:3](=[O:17])[C@@:4]([CH3:16])([CH2:6][C:7]1[C:15]2[C:10](=[CH:11][CH:12]=[CH:13][CH:14]=2)[NH:9][CH:8]=1)[NH2:5] |f:1.2,3.4.5.6|. Reported procedure: To a suspension of (±)-α-methyltryptophan methyl ester (79.5 mg, 0.342 mmol) in 30 mL of 50 mM sodium phosphate buffer pH 7.5 was added carboxypeptidase W (3.0 mg of solid). The resulting suspension was stirred at ambient temperature. After 6.5 h, 56% conversion was observed by HPLC (C18 column, 280 nm detection, amino acid tR =8.2 min and amino ester tR =11.1 min). The reaction was adjusted to pH 12 by the addition of 2 N KOH and then extracted with 1×15 and 1×20 mL ethyl acetate. The combined ... Reactants: CCOC(=O)C(C)(Cc1ccccc1Br)S(=O)(=O)c1ccc(OC)cc1, CO, [Na+], [OH-]. The product is COc1ccc(S(=O)(=O)C(C)(Cc2ccccc2Br)C(=O)O)cc1. Reaction SMILES: [CH2:1]([CH3:2])[O:3][C:4]([C:5]([CH2:6][c:7]1[c:8]([Br:13])[cH:9][cH:10][cH:11][cH:12]1)([CH3:14])[S:15](=[O:16])(=[O:17])[c:18]1[cH:19][cH:20][c:21]([O:24][CH3:25])[cH:22][cH:23]1)=[O:26].[CH3:27][OH:28].[Na+:30].[OH-:29]>>[O:3]=[C:4]([C:5]([CH2:6][c:7]1[c:8]([Br:13])[cH:9][cH:10][cH:11][cH:12]1)([CH3:14])[S:15](=[O:16])(=[O:17])[c:18]1[cH:19][cH:20][c:21]([O:24][CH3:25])[cH:22][cH:23]1)[OH:26]. Starting materials: I(=O)(=O)(=O)[O-].[Na+] (Sodium periodate), COC1=C(C=C(C=C1)C)S(=O)(=O)N1CCC2=C(C=CC=C12)C=C (1-[(2-methoxy-5-methylphenyl)sulfonyl]-4-vinylindoline), COC1=C(C=C(C=C1)C)S(=O)(=O)N1CCC2=C(C=CC=C12)C=C (1-[(2-methoxy-5-methylphenyl)sulfonyl]-4-vinylindoline), COC1=C(C=C(C=C1)C)S(=O)(=O)N1CCC2=C(C=CC=C12)C=C (1-[(2-methoxy-5-methylphenyl)sulfonyl]-4-vinylindoline), N1=C(C=CC=C1C)C (2,6-lutidine). Reagents/catalysts: O=[Os](=O)(=O)=O (OsO4). Run in O (water), O1CCOCC1 (dioxane). Reaction conditions: time 25 minute. Yields the product COC1=C(C=C(C=C1)C)S(=O)(=O)N1CCC=2C(=CC=CC12)C=O (1-[(2-Methoxy-5-methylphenyl)sulfonyl]indoline-4-carbaldehyde). As a reaction SMILES: [CH3:1][O:2][C:3]1[CH:8]=[CH:7][C:6]([CH3:9])=[CH:5][C:4]=1[S:10]([N:13]1[C:21]2[C:16](=[C:17]([CH:22]=C)[CH:18]=[CH:19][CH:20]=2)[CH2:15][CH2:14]1)(=[O:12])=[O:11].N1C(C)=CC=CC=1C.I([O-])(=O)(=O)=[O:33].[Na+]>O1CCOCC1.O.O=[Os](=O)(=O)=O>[CH3:1][O:2][C:3]1[CH:8]=[CH:7][C:6]([CH3:9])=[CH:5][C:4]=1[S:10]([N:13]1[C:21]2[CH:20]=[CH:19][CH:18]=[C:17]([CH:22]=[O:33])[C:16]=2[CH2:15][CH2:14]1)(=[O:11])=[O:12] |f:2.3|. Procedure: OsO4 (9 mg, 0.05 mmol) was added to a stirred mixture of 1-[(2-methoxy-5-methylphenyl)sulfonyl]-4-vinylindoline (240 mg, 0.73 mmol; Intermediate 10) and 2,6-lutidine (170 μL, 1.46 mmol) in dioxane (12 mL). The mixture turned from colorless to black in 1 minute. Sodium periodate (0.625 g, 2.92 mmol) in water (4 mL, warmed to dissolve) was added. A grey precipitation was immediately formed. The mixture was stirred for 25 min, combined with an earlier batch of this intermediate (followed this exper... The reactants are N1=CC=CC=C1.IC1=CC=C(C=C1)C1(CCN(CC1)C)C(=O)O (4-(4-iodo-phenyl)-1-methyl-piperidine-4-carboxylic acid pyridine salt), ClC=1C=C(CN)C=C(C1)Cl (3,5-dichlorobenzylamine), CC(N=C=NC(C)C)C (DIC). Reagents/catalysts: CN(C)C=1C=CN=CC1 (DMAP). Solvent: CN(C)C=O (DMF). Reaction conditions: time 16 hour. The product is ClC=1C=C(CNC(=O)C2(CCN(CC2)C)C2=CC=C(C=C2)I)C=C(C1)Cl (4-(4-iodo-phenyl)-1-methyl-piperidine-4-carboxylic acid 3,5-dichloro-benzylamide). Isolated yield 11.5%. RXN SMILES: N1C=CC=CC=1.[I:7][C:8]1[CH:13]=[CH:12][C:11]([C:14]2([C:21]([OH:23])=O)[CH2:19][CH2:18][N:17]([CH3:20])[CH2:16][CH2:15]2)=[CH:10][CH:9]=1.[Cl:24][C:25]1[CH:26]=[C:27]([CH:30]=[C:31]([Cl:33])[CH:32]=1)[CH2:28][NH2:29].CC(C)N=C=NC(C)C>CN(C=O)C.CN(C1C=CN=CC=1)C>[Cl:24][C:25]1[CH:26]=[C:27]([CH:30]=[C:31]([Cl:33])[CH:32]=1)[CH2:28][NH:29][C:21]([C:14]1([C:11]2[CH:10]=[CH:9][C:8]([I:7])=[CH:13][CH:12]=2)[CH2:15][CH2:16][N:17]([CH3:20])[CH2:18][CH2:19]1)=[O:23] |f:0.1|. Reported procedure: To a solution of 4-(4-iodo-phenyl)-1-methyl-piperidine-4-carboxylic acid pyridine salt (0.44 g, 1.04 mmol, see Example 6) and 3,5-dichlorobenzylamine (0.22 g, 1.24 mmol, 1.2 eq) in anhydrous DMF (5 mL) was added DIC (0.326 mL, 2.08 mmol, 2 eq) followed by DMAP (0.006 g, 0.052 mmol, 5%). The mixture was stirred at room temperature for 16 h and then it was partitioned between EtOAc (50 mL) and saturated aqueous NaHCO3 (50 mL). The organic layer was separated, washed with H2O (3×40 mL) and saturate... The reactants are CC(C)(C)OC(=O)N1CC2CC2C1CN, O=C(O)c1cnc2ccccn12. Yields the product CC(C)(C)OC(=O)N1CC2CC2C1CNC(=O)c1cnc2ccccn12. Reaction SMILES: [C:1]([CH3:2])([CH3:3])([CH3:4])[O:5][C:6](=[O:7])[N:8]1[CH:9]([CH2:14][NH2:15])[CH:10]2[CH2:11][CH:12]2[CH2:13]1.[n:16]1[cH:17][c:18]([C:25](=[O:26])[OH:27])[n:19]2[c:20]1[cH:21][cH:22][cH:23][cH:24]2>>[C:1]([CH3:2])([CH3:3])([CH3:4])[O:5][C:6](=[O:7])[N:8]1[CH:9]([CH2:14][NH:15][C:25]([c:18]2[cH:17][n:16][c:20]3[n:19]2[cH:24][cH:23][cH:22][cH:21]3)=[O:26])[CH:10]2[CH2:11][CH:12]2[CH2:13]1. The reactants are ClCCCBr, O=C([O-])[O-], COC(=O)C1Oc2cc(OC)ccc2CCC1=O, CC#N, [I-], [K+], [K+], [K+]. Product: COC(=O)C1(CCCCl)Oc2cc(OC)ccc2CCC1=O. Reaction SMILES: [Br:19][CH2:20][CH2:21][CH2:22][Cl:23].[C:26](=[O:27])([O-:28])[O-:29].[CH3:1][O:2][c:3]1[cH:4][c:5]2[c:6]([cH:17][cH:18]1)[CH2:7][CH2:8][C:9](=[O:16])[CH:10]([C:12](=[O:13])[O:14][CH3:15])[O:11]2.[CH3:32][C:33]#[N:34].[I-:25].[K+:24].[K+:30].[K+:31]>>[CH3:1][O:2][c:3]1[cH:4][c:5]2[c:6]([cH:17][cH:18]1)[CH2:7][CH2:8][C:9](=[O:16])[C:10]([C:12](=[O:13])[O:14][CH3:15])([CH2:20][CH2:21][CH2:22][Cl:23])[O:11]2. Reactants: CCOC(=O)C(C)Br, O=C([O-])[O-], CN(C)C=O, CC1C=CC(C)N1, [K+], [K+], O. Yields the product CCOC(=O)C(C)N1C(C)C=CC1C. RXN SMILES: [Br:1][CH:2]([C:3](=[O:4])[O:5][CH2:6][CH3:7])[CH3:8].[C:16](=[O:17])([O-:18])[O-:19].[CH3:22][N:23]([CH3:24])[CH:25]=[O:26].[CH3:9][CH:10]1[NH:11][CH:12]([CH3:15])[CH:13]=[CH:14]1.[K+:20].[K+:21].[OH2:27]>>[CH:2]([C:3](=[O:4])[O:5][CH2:6][CH3:7])([CH3:8])[N:11]1[CH:10]([CH3:9])[CH:14]=[CH:13][CH:12]1[CH3:15]. The reactants are C(C1=CC=CC=C1)OC(=O)N[C@H](C(=O)N[C@@H]1[C@@H](C[C@@H](CC1)OC)CNC(OC(C)(C)C)=O)CCSC (tert-butyl ((1S,2S,5R)-2-((S)-2-benzyloxycarbonylamino-4-(methylthio)butanamido)-5-methoxycyclohexyl)methylcarbamate), C(=O)([O-])[O-].[Cs+].[Cs+] (Cs2CO3). The solvent is IC (iodomethane), CN(C)C=O (DMF), CCOC(=O)C (EtOAc). Run at time 2 day. Yields the product C(C1=CC=CC=C1)OC(=O)N[C@@H]1C(N(CC1)[C@@H]1[C@@H](C[C@@H](CC1)OC)CNC(OC(C)(C)C)=O)=O (tert-butyl ((1S,2S,5R)-2-((S)-3-benzyloxycarbonylamino-2-oxopyrrolidin-1-yl)-5-methoxycyclohexyl)methylcarbamate). RXN SMILES: [CH2:1]([O:8][C:9]([NH:11][C@@H:12]([CH2:33][CH2:34]SC)[C:13]([NH:15][C@H:16]1[CH2:21][CH2:20][C@@H:19]([O:22][CH3:23])[CH2:18][C@H:17]1[CH2:24][NH:25][C:26](=[O:32])[O:27][C:28]([CH3:31])([CH3:30])[CH3:29])=[O:14])=[O:10])[C:2]1[CH:7]=[CH:6][CH:5]=[CH:4][CH:3]=1.C([O-])([O-])=O.[Cs+].[Cs+]>IC.CN(C=O)C.CCOC(C)=O>[CH2:1]([O:8][C:9]([NH:11][C@H:12]1[CH2:33][CH2:34][N:15]([C@H:16]2[CH2:21][CH2:20][C@@H:19]([O:22][CH3:23])[CH2:18][C@H:17]2[CH2:24][NH:25][C:26](=[O:32])[O:27][C:28]([CH3:31])([CH3:30])[CH3:29])[C:13]1=[O:14])=[O:10])[C:2]1[CH:7]=[CH:6][CH:5]=[CH:4][CH:3]=1 |f:1.2.3|. Procedure details: A sample of the product from Step 7 was dissolved in iodomethane (30 ml) and stirred at room temperature for two days. The reaction mixture was evaporated and dried in vacuo. The residue was dissolved in CH2Cl2 and evaporated. The process was repeated four more times. The resulting residue was dried in vacuo to yield a yellow foamy solid which was then taken in DMF (20 ml) and treated with Cs2CO3 (6.36 g, 19.52 mmol). The reaction mixture was stirred at room temperature overnight. It was diluted... Reaction SMILES: [O:1]1[CH2:6][CH2:5][CH2:4][CH2:3][CH:2]1[O:7][CH2:8][CH2:9][C:10]#[C:11][C:12]1[CH:13]=[CH:14][C:15]2[CH:21]=[C:20]([CH2:22][C:23]([O:25][CH2:26][CH3:27])=[O:24])[C:19]3[CH:28]=[CH:29][CH:30]=[CH:31][C:18]=3[CH2:17][C:16]=2[CH:32]=1>[Pd].CCOC(C)=O>[O:1]1[CH2:6][CH2:5][CH2:4][CH2:3][CH:2]1[O:7][CH2:8][CH2:9][CH2:10][CH2:11][C:12]1[CH:13]=[CH:14][C:15]2[CH:21]=[C:20]([CH2:22][C:23]([O:25][CH2:26][CH3:27])=[O:24])[C:19]3[CH:28]=[CH:29][CH:30]=[CH:31][C:18]=3[CH2:17][C:16]=2[CH:32]=1. The reactants are O1C(CCCC1)OCCC#CC=1C=CC2=C(CC3=C(C(=C2)CC(=O)OCC)C=CC=C3)C1 (ethyl (±)-3-[4-(2-tetrahydropyranyloxy)-1-butyn-1-yl]-5H-dibenzo[a,d]cycloheptene-10-acetate). The yield is 88.1%. Run in CCOC(=O)C (EtOAc). Reported procedure: A mixture of ethyl (±)-3-[4-(2-tetrahydropyranyloxy)-1-butyn-1-yl]-5H-dibenzo[a,d]cycloheptene-10-acetate (1.2 g, 2.77 mmole), 10% Pd/C (0.3 g, 0.28 mmole), and EtOAc (28 mL) was shaken at RT under hydrogen (50 psi) on a Parr apparatus. After 3 hr, the reaction was filtered through celite® and the filtrate was concentrated. Silica gel chromatography (10% EtOAc/hexanes) gave the title compound (1.06 g, 88%) as a colorless oil: TLC (20% EtOAc/hexanes) Rf 0.51; 1H NMR (400 MHz, CDCl3) δ 7.05-7.20 (... Conditions: time 3 hour. The product is EtOAc hexanes, O1C(CCCC1)OCCCCC=1C=CC2=C(CC3=C(C(=C2)CC(=O)OCC)C=CC=C3)C1 (Ethyl (±)-3- [4- (2-tetrahydropyranyloxy)-1-butyl]-5H-dibenzo[a,d]cycloheptene-10-acetate). The reagents and catalysts are [Pd] (Pd/C). Starting materials: Cl (hydrochloric acid), NC1=CC(=C(C(=O)OC)C=C1F)Br (methyl 4-amino-2-bromo-5-fluorobenzoate), [OH-].[Li+] (lithium hydroxide). Run in O1CCCC1 (tetrahydrofuran), O (water). Conditions: temperature 60 celsius, time 4 hour. Product: NC1=CC(=C(C(=O)O)C=C1F)Br (4-Amino-2-bromo-5-fluorobenzoic acid). Isolated yield 89.7%. RXN SMILES: [NH2:1][C:2]1[C:11]([F:12])=[CH:10][C:5]([C:6]([O:8]C)=[O:7])=[C:4]([Br:13])[CH:3]=1.[OH-].[Li+].Cl>O1CCCC1.O>[NH2:1][C:2]1[C:11]([F:12])=[CH:10][C:5]([C:6]([OH:8])=[O:7])=[C:4]([Br:13])[CH:3]=1 |f:1.2|. Procedure: A solution of the intermediate methyl 4-amino-2-bromo-5-fluorobenzoate (5.24 mmol, 1.3 g) in tetrahydrofuran (15 mL) was treated with a solution of lithium hydroxide (15.72 mmol, 0.66 g) in water (15 mL) and stirred at 60° C. for 4 hours. The reaction mixture was then cooled to room temperature, taken to ˜pH 5 with dilute hydrochloric acid and concentrated under vacuum. The residue was dissolved in tetrahydrofuran and purified by column chromatography (9:1 dichloromethane/methanol) to give the t...